Dataset: the Open Reaction Database (ORD), a public repository of structured organic reaction records. Task: describe an organic reaction: reactants, conditions, products, and yield The reactants are COC(=O)c1ccc(-c2ccccc2C(F)(F)F)c(C)c1, CCO, [Na+], [OH-], O. Product: Cc1cc(C(=O)O)ccc1-c1ccccc1C(F)(F)F. Reaction SMILES: [CH3:1][c:2]1[c:3](-[c:12]2[c:13]([C:18]([F:19])([F:20])[F:21])[cH:14][cH:15][cH:16][cH:17]2)[cH:4][cH:5][c:6]([C:8](=[O:9])[O:10][CH3:11])[cH:7]1.[CH3:24][CH2:25][OH:26].[Na+:23].[OH-:22].[OH2:27]>>[CH3:1][c:2]1[c:3](-[c:12]2[c:13]([C:18]([F:19])([F:20])[F:21])[cH:14][cH:15][cH:16][cH:17]2)[cH:4][cH:5][c:6]([C:8](=[O:9])[OH:10])[cH:7]1. The reactants are O=C(Cl)c1ccc2c(c1)sc1ccccc12, C=[N+]=[N-]. Yields the product [N-]=[N+]=CC(=O)c1ccc2c(c1)sc1ccccc12. RXN SMILES: [Cl:1][C:2](=[O:3])[c:4]1[cH:5][cH:6][c:7]2[c:8]([s:9][c:10]3[c:11]2[cH:12][cH:13][cH:14][cH:15]3)[cH:16]1.[N+:17](=[N-:18])=[CH2:19]>>[C:2](=[O:3])([c:4]1[cH:5][cH:6][c:7]2[c:8]([s:9][c:10]3[c:11]2[cH:12][cH:13][cH:14][cH:15]3)[cH:16]1)[CH:19]=[N+:17]=[N-:18].